Dataset: the Open Reaction Database (ORD), a public repository of structured organic reaction records. Task: describe an organic reaction: reactants, conditions, products, and yield Starting materials: ClC=1N=C(C2=C(N1)OC(=C2)CN2CCN(CC2)S(=O)(=O)C)N2CCOCC2 (2-Chloro-6-((4-(methylsulfonyl)piperazin-1-yl)methyl)-4-morpholinofuro[2,3-d]pyrimidine), CC1(OB(OC1(C)C)C=1C=NC(=NC1)N)C (5-(4,4,5,5-tetramethyl-1,3,2-dioxaborolan-2-yl)pyrimidin-2-amine), CC(=O)[O-].[K+] (KOAc), C(C)#N (acetonitrile). Reagents/catalysts: Cl[Pd]([P](C1=CC=CC=C1)(C2=CC=CC=C2)C3=CC=CC=C3)([P](C4=CC=CC=C4)(C5=CC=CC=C5)C6=CC=CC=C6)Cl (bis(triphenylphosphine)palladium(II) dichloride). The product is O1CCN(CC1)C=1C2=C(N=C(N1)C=1C=NC(=NC1)N)OC(=C2)CN2CCN(CC2)S(=O)(=O)C (5-(4-morpholino-6-((4-N-methylsulfonylpiperazin-1-yl)methyl)furo[2,3-d]pyrimidin-2-yl)pyrimidin-2-amine). RXN SMILES: Cl[C:2]1[N:3]=[C:4]([N:22]2[CH2:27][CH2:26][O:25][CH2:24][CH2:23]2)[C:5]2[CH:10]=[C:9]([CH2:11][N:12]3[CH2:17][CH2:16][N:15]([S:18]([CH3:21])(=[O:20])=[O:19])[CH2:14][CH2:13]3)[O:8][C:6]=2[N:7]=1.CC1(C)C(C)(C)OB([C:36]2[CH:37]=[N:38][C:39]([NH2:42])=[N:40][CH:41]=2)O1.CC([O-])=O.[K+].C(#N)C>Cl[Pd](Cl)([P](C1C=CC=CC=1)(C1C=CC=CC=1)C1C=CC=CC=1)[P](C1C=CC=CC=1)(C1C=CC=CC=1)C1C=CC=CC=1>[O:25]1[CH2:26][CH2:27][N:22]([C:4]2[C:5]3[CH:10]=[C:9]([CH2:11][N:12]4[CH2:17][CH2:16][N:15]([S:18]([CH3:21])(=[O:20])=[O:19])[CH2:14][CH2:13]4)[O:8][C:6]=3[N:7]=[C:2]([C:36]3[CH:37]=[N:38][C:39]([NH2:42])=[N:40][CH:41]=3)[N:3]=2)[CH2:23][CH2:24]1 |f:2.3,^1:54,73|. Procedure: 2-Chloro-6-((4-(methylsulfonyl)piperazin-1-yl)methyl)-4-morpholinofuro[2,3-d]pyrimidine (1 eq), 5-(4,4,5,5-tetramethyl-1,3,2-dioxaborolan-2-yl)pyrimidin-2-amine (1.7 eq) and bis(triphenylphosphine)palladium(II) dichloride (0.1 eq) in 1M KOAc aqueous solution (3 eq) and an equal volume of acetonitrile (3 eq) was heated to 140° C. in a sealed microwave reactor for 12 min. Upon completion, the reaction mixture was concentrated and crude mixture was purified by reverse phase HPLC to yield 34 mg of 1... Reactants: CN(C)C=O, COc1ccc(C(=O)Cl)cc1OC1CCCC1F, [H-], Nc1c(Cl)cncc1Cl, [Na+], O. Yields the product COc1ccc(C(=O)Nc2c(Cl)cncc2Cl)cc1OC1CCCC1F. RXN SMILES: [CH3:31][N:32]([CH3:33])[CH:34]=[O:35].[F:12][CH:13]1[CH:14]([O:18][c:19]2[cH:20][c:21]([C:22](=[O:23])[Cl:24])[cH:25][cH:26][c:27]2[O:28][CH3:29])[CH2:15][CH2:16][CH2:17]1.[H-:1].[NH2:3][c:4]1[c:5]([Cl:11])[cH:6][n:7][cH:8][c:9]1[Cl:10].[Na+:2].[OH2:30]>>[NH:3]([c:4]1[c:5]([Cl:11])[cH:6][n:7][cH:8][c:9]1[Cl:10])[C:22]([c:21]1[cH:20][c:19]([O:18][CH:14]2[CH:13]([F:12])[CH2:17][CH2:16][CH2:15]2)[c:27]([O:28][CH3:29])[cH:26][cH:25]1)=[O:23]. The reactants are ClC=1C=C(C(=O)NN)C=CC1 (3-chlorobenzohydrazide), N1=CC=CC=C1 (pyridine), [N+](=O)([O-])C=1C=C(C(=O)Cl)C=CC1 (3-nitrobenzoyl chloride). Run in C(Cl)Cl (CH2Cl2), C(Cl)Cl (CH2Cl2). Reaction conditions: temperature 0 celsius, time 1 hour. Yields the product ClC=1C=C(C(=O)NNC(=O)C2=CC(=CC=C2)[N+](=O)[O-])C=CC1 (N′1-(3-chlorobenzoyl)-3-nitrobenzene-1-carbohydrazide). RXN SMILES: [Cl:1][C:2]1[CH:3]=[C:4]([CH:9]=[CH:10][CH:11]=1)[C:5]([NH:7][NH2:8])=[O:6].N1C=CC=CC=1.[N+:18]([C:21]1[CH:22]=[C:23]([CH:27]=[CH:28][CH:29]=1)[C:24](Cl)=[O:25])([O-:20])=[O:19]>C(Cl)Cl>[Cl:1][C:2]1[CH:3]=[C:4]([CH:9]=[CH:10][CH:11]=1)[C:5]([NH:7][NH:8][C:24]([C:23]1[CH:27]=[CH:28][CH:29]=[C:21]([N+:18]([O-:20])=[O:19])[CH:22]=1)=[O:25])=[O:6]. Reported procedure: To a solution of 3-chlorobenzohydrazide (1 equivalent) and pyridine (2 equivalents) in CH2Cl2 at 0° C. was added a CH2Cl2 solution of 3-nitrobenzoyl chloride (1 equivalents) and stirred at 0° C. for 1 h and then at room temperature for overnight. The resulting solution was concentrated and diluted with water, basified with NaHCO3, the solid was filtered, washed with water, dried and analyzed to obtain N′1-(3-chlorobenzoyl)-3-nitrobenzene-1-carbohydrazide. 1H NMR (DMSO-d6): δ 10.99 (s, 1H), 10.79... The reactants are CC(c1ccc(-c2cccnc2)cc1)N1CCC(CCCO)(c2ccc(F)cc2)OC1=O, N. The product is CC(c1ccc(-c2cccnc2)cc1)N1CCC(CCC(N)=O)(c2ccc(F)cc2)OC1=O. RXN SMILES: [F:1][c:2]1[cH:3][cH:4][c:5]([C:8]2([CH2:29][CH2:30][CH2:31][OH:32])[CH2:9][CH2:10][N:11]([CH:15]([CH3:16])[c:17]3[cH:18][cH:19][c:20](-[c:23]4[cH:24][n:25][cH:26][cH:27][cH:28]4)[cH:21][cH:22]3)[C:12](=[O:14])[O:13]2)[cH:6][cH:7]1.[NH3:33]>>[F:1][c:2]1[cH:3][cH:4][c:5]([C:8]2([CH2:29][CH2:30][C:31](=[O:32])[NH2:33])[CH2:9][CH2:10][N:11]([CH:15]([CH3:16])[c:17]3[cH:18][cH:19][c:20](-[c:23]4[cH:24][n:25][cH:26][cH:27][cH:28]4)[cH:21][cH:22]3)[C:12](=[O:14])[O:13]2)[cH:6][cH:7]1.